This data is from the Open Reaction Database (ORD), a public repository of structured organic reaction records. The task is: describe an organic reaction: reactants, conditions, products, and yield Reactants: FC1=C(C(=CC(=C1)[N+](=O)[O-])F)O (2,6-Difluoro-4-nitrophenol), [H][H] (hydrogen). The reagents and catalysts are [Pd] (palladium on carbon). Solvent: C(C)O (ethanol). Yields the product FC1=C(C(=CC(=C1)N)F)O (2,6-difluoro-4-aminophenol). The yield is 90.3%. Reaction SMILES: [F:1][C:2]1[CH:7]=[C:6]([N+:8]([O-])=O)[CH:5]=[C:4]([F:11])[C:3]=1[OH:12].[H][H]>[Pd].C(O)C>[F:1][C:2]1[CH:7]=[C:6]([NH2:8])[CH:5]=[C:4]([F:11])[C:3]=1[OH:12]. Procedure: 2,6-Difluoro-4-nitrophenol (1.75 g, 10 mmol) and 10% palladium on carbon catalyst (0.3 g) in ethanol (100 ml) were shaken in a closed vessel under an initial hydrogen pressure of 3.5 bar. When hydrogen uptake was complete, the catalyst was filtered off, and the filtrate evaporated to a solid, triturated with petroleum ether, filtered, washed and dried to give the title compound (1.31 g), m.p. indeterminate.